From a dataset of the Open Reaction Database (ORD), a public repository of structured organic reaction records. describe an organic reaction: reactants, conditions, products, and yield The reactants are ClC=1C=CC=2N(N1)C(=NN2)C2=NC(=CC=C2)Cl (6-chloro-3-(6-chloropyridin-2-yl)-1,2,4-triazolo[4,3-b]pyridazine), heptamethylenimine, O1CCOCC1 (1,4-dioxane). Reaction conditions: temperature 100 celsius, time 9 hour. Yields the product N1(CCCCCCC1)C=1C=CC=2N(N1)C(=NN2)C2=NC(=CC=C2)Cl (6-azocan-1-yl -3-(6-chloropyridin-2-yl)-1,2,4-triazolo[4,3-b]pyridazine). As a reaction SMILES: Cl[C:2]1[CH:3]=[CH:4][C:5]2[N:6]([C:8]([C:11]3[CH:16]=[CH:15][CH:14]=[C:13]([Cl:17])[N:12]=3)=[N:9][N:10]=2)[N:7]=1.O1[CH2:23][CH2:22]OCC1>>[N:6]1([C:2]2[CH:3]=[CH:4][C:5]3[N:6]([C:8]([C:11]4[CH:16]=[CH:15][CH:14]=[C:13]([Cl:17])[N:12]=4)=[N:9][N:10]=3)[N:7]=2)[CH2:23][CH2:22][CH2:14][CH2:15][CH2:16][CH2:11][CH2:8]1. Procedure: A mixture of 6-chloro-3-(6-chloropyridin-2-yl)-1,2,4-triazolo[4,3-b]pyridazine (620 mg), heptamethylenimine (1.32 g) and 1,4-dioxane (20 ml) was stirred at 100° C. for 9 hours. After allowing to cool to room temperature, the reaction solution was concentrated under reduced pressure, and the resultant residue was extracted with ethyl acetate. The extract was washed successively with 5% aqueous solution of citric acid, water, saturated aqueous solution of sodium hydrogen carbonate and brine, dried...